This data is from the Open Reaction Database (ORD), a public repository of structured organic reaction records. The task is: describe an organic reaction: reactants, conditions, products, and yield Starting materials: COC1=NC=CC(=C1OC)N (2,3-dimethoxy-4-aminopyridine), CC(CC(C)(C)C)(C)C1CCC(CC1)=O (4-(1,1,3,3-tetramethylbutyl)cyclohexanone). Product: COC1=NC=CC(=C1OC)N[C@@H]1CC[C@@H](CC1)C(CC(C)(C)C)(C)C (2,3-Dimethoxy-4-[cis-4-(1,1,3,3-tetramethylbutyl)cyclohexylamino]pyridine). Reaction SMILES: [CH3:1][O:2][C:3]1[C:8]([O:9][CH3:10])=[C:7]([NH2:11])[CH:6]=[CH:5][N:4]=1.[CH3:12][C:13]([CH:20]1[CH2:25][CH2:24][C:23](=O)[CH2:22][CH2:21]1)([CH3:19])[CH2:14][C:15]([CH3:18])([CH3:17])[CH3:16]>>[CH3:1][O:2][C:3]1[C:8]([O:9][CH3:10])=[C:7]([NH:11][C@H:23]2[CH2:22][CH2:21][C@@H:20]([C:13]([CH3:19])([CH3:12])[CH2:14][C:15]([CH3:18])([CH3:17])[CH3:16])[CH2:25][CH2:24]2)[CH:6]=[CH:5][N:4]=1. Procedure details: As Example 75, but using 1.54 g (10 mmol) of 2,3-dimethoxy-4-aminopyridine instead of 2-ethyl-3-bromo-4-amino-pyridine and 4.2 g (20 mmol) of 4-(1,1,3,3-tetramethylbutyl)cyclohexanone instead of 4-phenylcyclohexanone. Reactants: NC1=NC=C(C#N)C(=C1)F (6-amino-4-fluoronicotinonitrile), C(C)(C)(C)OCCN (2-(tert-butoxy)ethanamine), intermediate 102. The product is NC1=NC=C(C#N)C(=C1)NCCOC(C)(C)C (6-amino-4-((2-(tert-butoxy)ethyl)amino)nicotinonitrile). As a reaction SMILES: [NH2:1][C:2]1[CH:9]=[C:8](F)[C:5]([C:6]#[N:7])=[CH:4][N:3]=1.[C:11]([O:15][CH2:16][CH2:17][NH2:18])([CH3:14])([CH3:13])[CH3:12]>>[NH2:1][C:2]1[CH:9]=[C:8]([NH:18][CH2:17][CH2:16][O:15][C:11]([CH3:14])([CH3:13])[CH3:12])[C:5]([C:6]#[N:7])=[CH:4][N:3]=1. Procedure: From intermediate 21 and 2-(tert-butoxy)ethanamine, reacted in an analogous manner to the preparation of intermediate 102. (UPLC-MS 3) Rt=0.58 min; MS m/z [M+H]+ 235. Reactants: COc1ccc2c(-c3cc(F)ccc3F)noc2c1Cl, Cl, O, c1ccncc1. Yields the product Oc1ccc2c(-c3cc(F)ccc3F)noc2c1Cl. Reaction SMILES: [Cl:1][c:2]1[c:3]([O:19][CH3:20])[cH:4][cH:5][c:6]2[c:7](-[c:11]3[c:12]([F:18])[cH:13][cH:14][c:15]([F:17])[cH:16]3)[n:8][o:9][c:10]12.[ClH:27].[OH2:28].[cH:21]1[cH:22][cH:23][n:24][cH:25][cH:26]1>>[Cl:1][c:2]1[c:3]([OH:19])[cH:4][cH:5][c:6]2[c:7](-[c:11]3[c:12]([F:18])[cH:13][cH:14][c:15]([F:17])[cH:16]3)[n:8][o:9][c:10]12.